From a dataset of the Open Reaction Database (ORD), a public repository of structured organic reaction records. describe an organic reaction: reactants, conditions, products, and yield Starting materials: CCOC(=O)N=NC(=O)OCC, CCOC(=O)C(Cc1ccc(O)cc1)Nc1ccccc1, O=C(NCCO)c1ccc(-c2ccccc2)cc1, c1ccc(P(c2ccccc2)c2ccccc2)cc1. Product: CCOC(=O)C(Cc1ccc(OCCNC(=O)c2ccc(-c3ccccc3)cc2)cc1)Nc1ccccc1. RXN SMILES: [O:59]=[C:60]([O:61][CH2:62][CH3:63])[N:64]=[N:65][C:66]([O:67][CH2:68][CH3:69])=[O:70].[OH:19][c:20]1[cH:21][cH:22][c:23]([CH2:26][CH:27]([C:28](=[O:29])[O:30][CH2:31][CH3:32])[NH:33][c:34]2[cH:35][cH:36][cH:37][cH:38][cH:39]2)[cH:24][cH:25]1.[c:1]1(-[c:13]2[cH:14][cH:15][cH:16][cH:17][cH:18]2)[cH:2][cH:3][c:4]([C:7](=[O:8])[NH:9][CH2:10][CH2:11][OH:12])[cH:5][cH:6]1.[c:40]1([P:41]([c:42]2[cH:43][cH:44][cH:45][cH:46][cH:47]2)[c:48]2[cH:49][cH:50][cH:51][cH:52][cH:53]2)[cH:54][cH:55][cH:56][cH:57][cH:58]1>>[c:1]1(-[c:13]2[cH:14][cH:15][cH:16][cH:17][cH:18]2)[cH:2][cH:3][c:4]([C:7](=[O:8])[NH:9][CH2:10][CH2:11][O:12][c:20]2[cH:21][cH:22][c:23]([CH2:26][CH:27]([C:28](=[O:29])[O:30][CH2:31][CH3:32])[NH:33][c:34]3[cH:35][cH:36][cH:37][cH:38][cH:39]3)[cH:24][cH:25]2)[cH:5][cH:6]1. Starting materials: O (water), ClC1=NC(=NC(=N1)Cl)Cl (2,4,6-trichloro-1,3,5-triazine), ON=C1CCC(CC1)C(=O)OCC (ethyl 4-(hydroxyimino)cyclohexanecarboxylate). The solvent is CN(C)C=O (DMF), CN(C)C=O (DMF). Run at time 8 hour. Product: O=C1CCC(CCN1)C(=O)OCC (ethyl 7-oxoazepane-4-carboxylate). Reaction SMILES: ClC1N=C(Cl)N=C(Cl)N=1.O[N:11]=[C:12]1[CH2:17][CH2:16][CH:15]([C:18]([O:20][CH2:21][CH3:22])=[O:19])[CH2:14][CH2:13]1.[OH2:23]>CN(C=O)C>[O:23]=[C:12]1[NH:11][CH2:17][CH2:16][CH:15]([C:18]([O:20][CH2:21][CH3:22])=[O:19])[CH2:14][CH2:13]1. Procedure: To a solution of 2,4,6-trichloro-1,3,5-triazine (21.7 g) in DMF (25 mL) was added dropwise ethyl 4-(hydroxyimino)cyclohexanecarboxylate (27.2 g) in DMF (220 mL) over 30 min. The mixture was stirred at room temperature overnight, poured into water, and the mixture was extracted with ethyl acetate. The extract was washed with saturated brine, and dried over anhydrous magnesium sulfate, and the solvent was evaporated under reduced pressure. The residue was purified by silica gel column chromatograp... Reactants: C1(=CC=CC=C1)P(C1=CC=CC=C1)C1=CC=CC=C1 (triphenylphosphine), CC(C)OC(=O)/N=N/C(=O)OC(C)C (diisopropylazodicarboxylate), C(C1=CC=CC=C1)OC[C@@H]1C[C@H](CN1S(=O)(=O)C1=CC2=CC=CC=C2C=C1)O ((3R,5S)-5-benzyloxymethyl-1-(naphthalene-2-sulfonyl)-pyrrolidin-3-ol), C(C)(=S)O (thioacetic acid). Solvent: O1CCCC1 (tetrahydrofuran), O1CCCC1 (tetrahydrofurane). Reaction conditions: temperature 0 celsius, time 0.5 hour. Yields the product C(C1=CC=CC=C1)OC[C@@H]1C[C@@H](CN1S(=O)(=O)C1=CC2=CC=CC=C2C=C1)SC(C)=O ((3S,5S)-thioacetic acid S-[5-benzyloxymethyl-1-(naphthalene-2-sulfonyl)-pyrrolidin-3-yl] ester). RXN SMILES: C1(P(C2C=CC=CC=2)C2C=CC=CC=2)C=CC=CC=1.CC(OC(/N=N/C(OC(C)C)=O)=O)C.[CH2:34]([O:41][CH2:42][C@H:43]1[N:47]([S:48]([C:51]2[CH:60]=[CH:59][C:58]3[C:53](=[CH:54][CH:55]=[CH:56][CH:57]=3)[CH:52]=2)(=[O:50])=[O:49])[CH2:46][C@H:45](O)[CH2:44]1)[C:35]1[CH:40]=[CH:39][CH:38]=[CH:37][CH:36]=1.[C:62]([OH:65])(=[S:64])[CH3:63]>O1CCCC1>[CH2:34]([O:41][CH2:42][C@H:43]1[N:47]([S:48]([C:51]2[CH:60]=[CH:59][C:58]3[C:53](=[CH:54][CH:55]=[CH:56][CH:57]=3)[CH:52]=2)(=[O:49])=[O:50])[CH2:46][C@@H:45]([S:64][C:62](=[O:65])[CH3:63])[CH2:44]1)[C:35]1[CH:40]=[CH:39][CH:38]=[CH:37][CH:36]=1. Reported procedure: To a solution of triphenylphosphine (2.92 g) in tetrahydrofuran (30 ml) was added diisopropylazodicarboxylate (2.20 ml) within 5 minutes at 0° C. The solution was stirred for 0.5 h at 0° C., then a solution of (3R,5S)-5-benzyloxymethyl-1-(naphthalene-2-sulfonyl)-pyrrolidin-3-ol (2.2 g) and thioacetic acid (0.81 ml) in tetrahydrofurane (10 ml) were added to the suspension within 0.5 h at 0° C. Stirring was continued for 1 h at 0° C. and 1 h at room temperature. The reaction mixture was concentrat... Reactants: Clc1cnc2ccc(Br)cc2n1, O=C([O-])[O-], C1COCCO1, CC1(C)OB(c2cnc(Cl)c(NS(=O)(=O)c3ccc(F)cc3)c2)OC1(C)C, [K+], [K+]. The product is O=S(=O)(Nc1cc(-c2ccc3ncc(Cl)nc3c2)cnc1Cl)c1ccc(F)cc1. As a reaction SMILES: [Br:1][c:2]1[cH:3][cH:4][c:5]2[n:6][cH:7][c:8]([Cl:12])[n:9][c:10]2[cH:11]1.[C:40](=[O:41])([O-:42])[O-:43].[CH2:46]1[O:47][CH2:48][CH2:49][O:50][CH2:51]1.[Cl:13][c:14]1[n:15][cH:16][c:17]([B:31]2[O:32][C:33]([CH3:34])([CH3:35])[C:36]([CH3:37])([CH3:38])[O:39]2)[cH:18][c:19]1[NH:20][S:21](=[O:22])(=[O:23])[c:24]1[cH:25][cH:26][c:27]([F:30])[cH:28][cH:29]1.[K+:44].[K+:45]>>[c:2]1(-[c:17]2[cH:16][n:15][c:14]([Cl:13])[c:19]([NH:20][S:21](=[O:22])(=[O:23])[c:24]3[cH:25][cH:26][c:27]([F:30])[cH:28][cH:29]3)[cH:18]2)[cH:3][cH:4][c:5]2[n:6][cH:7][c:8]([Cl:12])[n:9][c:10]2[cH:11]1. Starting materials: Cc1nc2ccc(F)cc2c(=O)n1-c1ccccc1Br, CC(=O)OC(C)=O, Cc1nc(C=O)cs1, [Cl-], [Cl-], O, [Zn+2]. The product is Cc1nc(C=Cc2nc3ccc(F)cc3c(=O)n2-c2ccccc2Br)cs1. As a reaction SMILES: [Br:1][c:2]1[c:3](-[n:8]2[c:9]([CH3:20])[n:10][c:11]3[cH:12][cH:13][c:14]([F:19])[cH:15][c:16]3[c:17]2=[O:18])[cH:4][cH:5][cH:6][cH:7]1.[CH3:21][C:22]([O:23][C:24](=[O:25])[CH3:26])=[O:27].[CH3:28][c:29]1[s:30][cH:31][c:32]([CH:34]=[O:35])[n:33]1.[Cl-:37].[Cl-:39].[OH2:36].[Zn+2:38]>>[Br:1][c:2]1[c:3](-[n:8]2[c:9]([CH:20]=[CH:34][c:32]3[cH:31][s:30][c:29]([CH3:28])[n:33]3)[n:10][c:11]3[cH:12][cH:13][c:14]([F:19])[cH:15][c:16]3[c:17]2=[O:18])[cH:4][cH:5][cH:6][cH:7]1.